From a dataset of the Open Reaction Database (ORD), a public repository of structured organic reaction records. describe an organic reaction: reactants, conditions, products, and yield The reactants are NCc1ccc2c(c1)OCO2, Cl, N#CO[Na], O. Product: NC(=O)NCc1ccc2c(c1)OCO2. Reaction SMILES: [CH2:2]([c:3]1[cH:4][c:5]2[c:9]([cH:10][cH:11]1)[O:8][CH2:7][O:6]2)[NH2:12].[ClH:1].[Na:13][O:14][C:15]#[N:16].[OH2:17]>>[CH2:2]([c:3]1[cH:4][c:5]2[c:9]([cH:10][cH:11]1)[O:8][CH2:7][O:6]2)[NH:12][C:15](=[O:14])[NH2:16]. Starting materials: [Br-], C1CCOC1, C[Mg+], CCOCC, O=Cc1cnc(Cl)s1. Yields the product CC(=O)c1cnc(Cl)s1. As a reaction SMILES: [Br-:9].[CH2:12]1[O:13][CH2:14][CH2:15][CH2:16]1.[CH3:10][Mg+:11].[CH3:17][CH2:18][O:19][CH2:20][CH3:21].[Cl:1][c:2]1[s:3][c:4]([CH:7]=[O:8])[cH:5][n:6]1>>[Cl:1][c:2]1[s:3][c:4]([C:7](=[O:8])[CH3:10])[cH:5][n:6]1. Reactants: [H][H] (hydrogen), [N+](=O)([O-])C=1C=C(C(=O)OCC)C=CC1O[C@H](C)CCCCCC (ethyl 3-nitro-4-[(R)-2-octyloxy]benzoate). The reagents and catalysts are [Pt]=O (platinum(II) oxide). Solvent: C(C)O (ethyl alcohol). Product: NC=1C=C(C(=O)OCC)C=CC1O[C@H](C)CCCCCC (ethyl 3-amino-4-[(R)-2-octyloxy]benzoate). Yield: 97.3%. As a reaction SMILES: [N+:1]([C:4]1[CH:5]=[C:6]([CH:12]=[CH:13][C:14]=1[O:15][C@@H:16]([CH2:18][CH2:19][CH2:20][CH2:21][CH2:22][CH3:23])[CH3:17])[C:7]([O:9][CH2:10][CH3:11])=[O:8])([O-])=O.[H][H]>[Pt]=O.C(O)C>[NH2:1][C:4]1[CH:5]=[C:6]([CH:12]=[CH:13][C:14]=1[O:15][C@@H:16]([CH2:18][CH2:19][CH2:20][CH2:21][CH2:22][CH3:23])[CH3:17])[C:7]([O:9][CH2:10][CH3:11])=[O:8]. Procedure details: A mixture of 1.7 g of ethyl 3-nitro-4-[(R)-2-octyloxy]benzoate and 50 ml of ethyl alcohol was hydrogenated over 0.1 g of platinum(II) oxide until the uptake of hydrogen had finished. The catalyst was filtered off and the filtrate was concentrated. Chromatography of the residue on silica gel with dichloromethane gave 1.5 g of ethyl 3-amino-4-[(R)-2-octyloxy]benzoate as a colourless oil. Starting materials: [Br-], C[Mg+], CC(C)(C)OC(=O)N1CCC(n2cc(-c3cnc(N)c(-c4nc5ccccc5o4)c3)c(C=O)n2)CC1, C1CCOC1. The product is CC(O)c1nn(C2CCN(C(=O)OC(C)(C)C)CC2)cc1-c1cnc(N)c(-c2nc3ccccc3o2)c1. Reaction SMILES: [Br-:1].[CH3:2][Mg+:3].[NH2:4][c:5]1[c:6](-[c:31]2[o:32][c:33]3[c:34]([n:35]2)[cH:36][cH:37][cH:38][cH:39]3)[cH:7][c:8](-[c:11]2[c:12]([CH:29]=[O:30])[n:13][n:14]([CH:16]3[CH2:17][CH2:18][N:19]([C:22](=[O:23])[O:24][C:25]([CH3:26])([CH3:27])[CH3:28])[CH2:20][CH2:21]3)[cH:15]2)[cH:9][n:10]1.[O:40]1[CH2:41][CH2:42][CH2:43][CH2:44]1>>[CH3:2][CH:29]([c:12]1[c:11](-[c:8]2[cH:7][c:6](-[c:31]3[o:32][c:33]4[c:34]([n:35]3)[cH:36][cH:37][cH:38][cH:39]4)[c:5]([NH2:4])[n:10][cH:9]2)[cH:15][n:14]([CH:16]2[CH2:17][CH2:18][N:19]([C:22](=[O:23])[O:24][C:25]([CH3:26])([CH3:27])[CH3:28])[CH2:20][CH2:21]2)[n:13]1)[OH:30].